Dataset: the Open Reaction Database (ORD), a public repository of structured organic reaction records. Task: describe an organic reaction: reactants, conditions, products, and yield Starting materials: resultant suspension, P(=O)(Cl)(Cl)Cl (Phosphorus oxychloride), CC1=C(C=C(C(=O)O)C=C1)N1C=NC2=CC=C(C=C2C1=O)N1CCN(CC1)C (4-methyl-3-[6-(4-methylpiperazin-1-yl)-4-oxoquinazolin-3(4H)-yl]benzoic acid), NC1=NOC=C1 (3-aminoisoxazole). The solvent is N1=CC=CC=C1 (pyridine). Yields the product O1N=C(C=C1)NC(C1=CC(=C(C=C1)C)N1C=NC2=CC=C(C=C2C1=O)N1CCN(CC1)C)=O (N-isoxazol-3-yl-4-methyl-3-[6-(4-methylpiperazin-1-yl)-4-oxoquinazolin-3(4H)-yl]benzamide). RXN SMILES: P(Cl)(Cl)(Cl)=O.[CH3:6][C:7]1[CH:15]=[CH:14][C:10]([C:11]([OH:13])=O)=[CH:9][C:8]=1[N:16]1[C:25](=[O:26])[C:24]2[C:19](=[CH:20][CH:21]=[C:22]([N:27]3[CH2:32][CH2:31][N:30]([CH3:33])[CH2:29][CH2:28]3)[CH:23]=2)[N:18]=[CH:17]1.[NH2:34][C:35]1[CH:39]=[CH:38][O:37][N:36]=1>N1C=CC=CC=1>[O:37]1[CH:38]=[CH:39][C:35]([NH:34][C:11](=[O:13])[C:10]2[CH:14]=[CH:15][C:7]([CH3:6])=[C:8]([N:16]3[C:25](=[O:26])[C:24]4[C:19](=[CH:20][CH:21]=[C:22]([N:27]5[CH2:32][CH2:31][N:30]([CH3:33])[CH2:29][CH2:28]5)[CH:23]=4)[N:18]=[CH:17]3)[CH:9]=2)=[N:36]1. Procedure details: Phosphorus oxychloride (0.11 ml) was added to a mixture of 4-methyl-3-[6-(4-methylpiperazin-1-yl)-4-oxoquinazolin-3(4H)-yl]benzoic acid (0.30 g), 3-aminoisoxazole (0.12 ml) and pyridine (5 ml) and the resultant suspension was heated to 120° C. for 5 minutes in a microwave (Personal Chemistry Emrys Optimizer with 300 W magnetron). The mixture was evaporated. The residue was partitioned between ethyl acetate and saturated NaHCO3 solution. The organic phase was dried (magnesium sulphate), evaporate... Starting materials: BrC1=CC2=C(NC=N2)C=C1 (5-bromo-1H-benzo[d]imidazole), O1CCCC=C1 (3,4-dihydro-2H-pyran), CC=1C=CC(=CC1)S(=O)(=O)O.O (p-TsOH.H2O). The solvent is C1CCOC1 (THF). Run at temperature 80 celsius, time 18 hour. Yields the product BrC1=CC2=C(N(C=N2)C2OCCCC2)C=C1 (5-bromo-1-(tetrahydro-2H-pyran-2-yl)-1H-benzo[d]imidazole). Yield: 92.8%. RXN SMILES: [Br:1][C:2]1[CH:10]=[CH:9][C:5]2[NH:6][CH:7]=[N:8][C:4]=2[CH:3]=1.[O:11]1[CH:16]=[CH:15][CH2:14][CH2:13][CH2:12]1.CC1C=CC(S(O)(=O)=O)=CC=1.O>C1COCC1>[Br:1][C:2]1[CH:10]=[CH:9][C:5]2[N:6]([CH:12]3[CH2:13][CH2:14][CH2:15][CH2:16][O:11]3)[CH:7]=[N:8][C:4]=2[CH:3]=1 |f:2.3|. Procedure: A mixture of 78 (4.5 g, 23 mmol), 3,4-dihydro-2H-pyran (9 mL, 0.1 mol), p-TsOH.H2O (1.0 g, 3.4 mmol) in THF (200 mL) was stirred under nitrogen at 80° C. for 18 h. The reaction mixture was concentrated in vacuo. The crude product was purified by SiO2 chromatography eluting with DCM/MeOH (100:1) to afford 6.0 g (100%) of 5-bromo-1-(tetrahydro-2H-pyran-2-yl)-1H-benzo[d]imidazole (80) as yellow oil: MS (ESI) m/z=281.0 (M+1). Starting materials: C(N)(=O)[C@H](/C=C/[C@@H](CC1=CC2=CC=CC=C2C=C1)NC(=O)C1CCNCC1)CC1=CC2=CC=CC=C2C=C1 (Piperidine-4-carboxylic acid ((1R,2E,4S)-4-carbamoyl-5-(2-naphthyl)-1-(2-naphthyl)methylpent-2-enyl)amide), Piperidine-3-carboxylic acid ((1R,2R,4S)-4-(((1S)-5-amino-1-(dimethylcarbamoyl)pentyl)carbamoyl)-2-hydroxy-1-(2-naphthyl)methyl)-5-phenylpentyl, NCCCC[C@@H](C(N(C)C)=O)NC(=O)[C@H](C[C@H]([C@@H](CC1=CC2=CC=CC=C2C=C1)NC(C1=CC(=CC=C1)CN)=O)O)CC1=CC=CC=C1 (N-((1R,2R,4S)-4-(((1S)-5-Amino-1-(dimethylcarbamoyl)pentyl)carbamoyl)-2-hydroxy-1-((2-naphthyl)methyl)-5-phenylpentyl)-3-aminomethylbenzamide), C(C)OC(=O)C1=NOC(=N1)[C@@H](CC1=CC2=CC=CC=C2C=C1)N(C)C([C@@H](CC1=CC2=CC=CC=C2C=C1)NC(C1=CC(=CC=C1)CN)=O)=O (5-((1R)-1-(N-((2R)-2-(3-Aminomethylbenzoylamino)-3-(2-naphthyl)propionyl)-N-methylamino)-2-(2-naphthyl)ethyl)-[1,2,4]oxadiazole-3-carboxylic acid ethylester), NCC=1C=C(C(=O)N[C@@H](C(=O)N(C)[C@H](CC2=CC=CC=C2)C2=NN=C(O2)C(=O)N)CC2=CC3=CC=CC=C3C=C2)C=CC1 (5-((1R)-1-(N-((2R)-2-(3-Aminomethylbenzoylamino)-3-(2-naphthyl)propionyl)-N-methylamino)-2-phenylethyl)-[1,3,4]oxadiazole-2-carboxylic acid amide), C(C)OC(=O)C1=NOC(=N1)[C@@H](CC1=CC2=CC=CC=C2C=C1)N(C([C@@H](CC1=CC2=CC=CC=C2C=C1)NC(=O)C1CCNCC1)=O)C (5-((1R)-1-(N-Methyl-N-((2R)-3-(2-naphthyl)-2-(piperidine-4-carbonylamino)propionyl)amino)-2-(2-naphthyl)ethyl)-[1,2,4]oxadiazole-3-carboxylic acid ethylester), NCCCC[C@@H](C(N(C)C)=O)NC(=O)[C@@H](CC1=CC=CC=C1)OC[C@@H](CC1=CC2=CC=CC=C2C=C1)NC(C1=CC(=CC=C1)CN)=O (N-((1R)-1-((1R)-1-((1S)-5-Amino-1-(dimethylcarbamoyl)pentylcarbamoyl)-2-phenylethoxy)methyl-2-(2-naphthyl)ethyl)-3-aminomethylbenzamide), NCCCC[C@@H](C(N(C)C)=O)NC(=O)[C@H](CC([C@@H](CC1=CC2=CC=CC=C2C=C1)NC(C1=CC(=CC=C1)CN)=O)=O)CC1=CC=CC=C1 (N-((1R,4S)-4-(((1S)-5-Amino-1-(dimethylcarbamoyl)pentyl)carbamoyl)-1-((2-naphthyl)methyl)-2-oxo-5-phenylpentyl)-3-aminomethylbenzamide), amide. The product is NCC=1C=C(C(=O)N[C@@H](\C=C\[C@H](CC2=CC3=CC=CC=C3C=C2)C(N)=O)CC2=CC3=CC=CC=C3C=C2)C=CC1 (3-Aminomethyl-N-((1R,2E,4S)-4-carbamoyl-5-(2-naphthyl)-1-(2-naphthyl)methylpent-2-enyl)benzamide). Reaction SMILES: C([C@@H](C[C:29]1[CH:38]=[CH:37][C:36]2[C:31](=[CH:32][CH:33]=[CH:34][CH:35]=2)[CH:30]=1)/C=C/[C@H](NC(C1CCNCC1)=O)CC1C=CC2C(=CC=CC=2)C=1)(=O)N.NCCCC[C@H](NC([C@H](OC[C@H](NC(=O)C1C=CC=C(CN)C=1)C[C:65]1[CH:74]=[CH:73][C:72]2[C:67](=CC=CC=2)[CH:66]=1)CC1C=CC=CC=1)=O)C(=O)N(C)C.NCCCC[C@H]([NH:97][C:98]([C@@H:100]([CH2:127]C1C=CC=CC=1)[CH2:101][C:102](=O)[C@H:103]([NH:115][C:116](=[O:125])[C:117]1[CH:122]=[CH:121][CH:120]=[C:119]([CH2:123][NH2:124])[CH:118]=1)[CH2:104]C1C=CC2C(=CC=CC=2)C=1)=[O:99])C(=O)N(C)C.N[CH2:135][CH2:136][CH2:137][CH2:138][C@H](NC([C@@H](CC1C=CC=CC=1)C[C@@H](O)[C@H](NC(=O)C1C=CC=C(CN)C=1)CC1C=CC2C(=CC=CC=2)C=1)=O)C(=O)N(C)C.C(OC(C1N=C([C@H](N(C)C(=O)[C@H](NC(C2CCNCC2)=O)CC2C=CC3C(=CC=CC=3)C=2)CC2C=CC3C(=CC=CC=3)C=2)ON=1)=O)C.C(OC(C1N=C([C@H](N(C(=O)[C@H](NC(=O)C2C=CC=C(CN)C=2)CC2C=CC3C(=CC=CC=3)C=2)C)CC2C=CC3C(=CC=CC=3)C=2)ON=1)=O)C.NCC1C=C(C=CC=1)C(N[C@H](CC1C=CC2C(=CC=CC=2)C=1)C(N([C@@H](C1OC(C(N)=O)=NN=1)CC1C=CC=CC=1)C)=O)=O>>[NH2:124][CH2:123][C:119]1[CH:118]=[C:117]([CH:122]=[CH:121][CH:120]=1)[C:116]([NH:115][C@H:103]([CH2:104][C:65]1[CH:74]=[CH:73][C:72]2[C:67](=[CH:135][CH:136]=[CH:137][CH:138]=2)[CH:66]=1)/[CH:102]=[CH:101]/[C@@H:100]([C:98](=[O:99])[NH2:97])[CH2:127][C:29]1[CH:38]=[CH:37][C:36]2[C:31](=[CH:32][CH:33]=[CH:34][CH:35]=2)[CH:30]=1)=[O:125]. Procedure: ##STR19## Piperidine-4-carboxylic acid ((1R,2E,4S)-4-carbamoyl-5-(2-naphthyl)-1-(2-naphthyl)methylpent-2-enyl)amide: ##STR20## N-((1R)-1-((1R)-1-((1S)-5-Amino-1-(dimethylcarbamoyl)pentylcarbamoyl)-2-phenylethoxy)methyl-2-(2-naphthyl)ethyl)-3-aminomethylbenzamide: ##STR21## N-((1R,4S)-4-(((1S)-5-Amino-1-(dimethylcarbamoyl)pentyl)carbamoyl)-1-((2-naphthyl)methyl)-2-oxo-5-phenylpentyl)-3-aminomethylbenzamide: ##STR22## N-((1R,2R,4S)-4-(((1S)-5-Amino-1-(dimethylcarbamoyl)pentyl)carbamoyl)-2-hydroxy-... Reactants: (S)-2-{[(S)-3-(4-Benzyloxy-phenyl)-2,3,6,7,8,9-hexahydro-[1,4]dioxino-[2,3g]-isoquinoline-8-carbonyl]-amino}-3-(4′-cyano-biphenyl-4-yl)-propionic acid methyl ester hydrochloride, C(C)(=O)NC=1SC(=C(N1)C)S(=O)(=O)Cl (2-acetylamino-4-methyl thiazole-5-sulfonyl chloride), COC([C@H](CC1=CC=C(C=C1)C1=CC=C(C=C1)C#N)NC(=O)C1N(CC=2C=C3C(=CC2C1)OC[C@@H](O3)C3=CC=C(C=C3)OCC3=CC=CC=C3)S(=O)(=O)C3=C(N=C(S3)NC(C)=O)C)=O ((S)-2-{[(S)-7-(2-Acetylamino-4-methyl-thiazole-5-sulfonyl)-3-(4-benzyloxy-phenyl)-2,3,6,7,8,9-hexahydro-[1,4]dioxino[2,3-g]isoquinoline-8-carbonyl]-amino}-3-(4′-cyano-biphenyl-4-yl)-propionic acid methyl ester). Yields the product NC=1SC(=C(N1)C)S(=O)(=O)N1CC=2C=C3C(=CC2CC1C(=O)N[C@H](C(=O)O)CC1=CC=C(C=C1)C1=CC=C(C=C1)C#N)OC[C@@H](O3)C3=CC=C(C=C3)OCC3=CC=CC=C3 ((S)-2-{[(S)-7-(2-Amino-4-methyl-thiazole-5-sulfonyl)-3-(4-benzyloxy-phenyl)-2,3,6,7,8,9-hexahydro-[1,4]dioxino[2,3-g]isoquinoline-8-carbonyl]-amino}-3-(4′-cyano-biphenyl-4-yl)-propionic acid). The yield is 29.6%. As a reaction SMILES: C(NC1SC(S(Cl)(=O)=O)=C(C)N=1)(=O)C.C[O:16][C:17](=[O:78])[C@@H:18]([NH:34][C:35]([CH:37]1[CH2:46][C:45]2[CH:44]=[C:43]3[O:47][CH2:48][C@H:49]([C:51]4[CH:56]=[CH:55][C:54]([O:57][CH2:58][C:59]5[CH:64]=[CH:63][CH:62]=[CH:61][CH:60]=5)=[CH:53][CH:52]=4)[O:50][C:42]3=[CH:41][C:40]=2[CH2:39][N:38]1[S:65]([C:68]1[S:72][C:71]([NH:73]C(=O)C)=[N:70][C:69]=1[CH3:77])(=[O:67])=[O:66])=[O:36])[CH2:19][C:20]1[CH:25]=[CH:24][C:23]([C:26]2[CH:31]=[CH:30][C:29]([C:32]#[N:33])=[CH:28][CH:27]=2)=[CH:22][CH:21]=1>>[NH2:73][C:71]1[S:72][C:68]([S:65]([N:38]2[CH:37]([C:35]([NH:34][C@@H:18]([CH2:19][C:20]3[CH:21]=[CH:22][C:23]([C:26]4[CH:31]=[CH:30][C:29]([C:32]#[N:33])=[CH:28][CH:27]=4)=[CH:24][CH:25]=3)[C:17]([OH:78])=[O:16])=[O:36])[CH2:46][C:45]3[CH:44]=[C:43]4[O:47][CH2:48][C@H:49]([C:51]5[CH:52]=[CH:53][C:54]([O:57][CH2:58][C:59]6[CH:60]=[CH:61][CH:62]=[CH:63][CH:64]=6)=[CH:55][CH:56]=5)[O:50][C:42]4=[CH:41][C:40]=3[CH2:39]2)(=[O:67])=[O:66])=[C:69]([CH3:77])[N:70]=1. Reported procedure: (S)-2-{[(S)-3-(4-Benzyloxy-phenyl)-2,3,6,7,8,9-hexahydro-[1,4]dioxino-[2,3g]-isoquinoline-8-carbonyl]-amino}-3-(4′-cyano-biphenyl-4-yl)-propionic acid methyl ester hydrochloride was reacted with 2-acetylamino-4-methyl thiazole-5-sulfonyl chloride according to General Procedure E. The resulting (S)-2-{[(S)-7-(2-Acetylamino-4-methyl-thiazole-5-sulfonyl)-3-(4-benzyloxy-phenyl)-2,3,6,7,8,9-hexahydro-[1,4]dioxino[2,3-g]isoquinoline-8-carbonyl]-amino}-3-(4′-cyano-biphenyl-4-yl)-propionic acid methyl e... Reactants: BrC1=CC(=CC=C1)Cl (1-bromo-3-chlorobenzene), FC1=CC=C(OC=2C(NN=CC2C2=CC=C(C=C2)S(=O)(=O)C)=O)C=C1 (4-(4-Fluorophenoxy)-5-[4-(methylsulfonyl)phenyl]-3(2H)-pyridazinone), N (NH3). Run in O (H2O). Yields the product ClC=1C=C(C=CC1)N1N=CC(=C(C1=O)OC1=CC=C(C=C1)F)C1=CC=C(C=C1)S(=O)(=O)C (2-(3-Chlorophenyl)-4-(4-fluorophenoxy)-5-[4-(methylsulfonyl)phenyl]-3(2H)-pyridazinone). As a reaction SMILES: Br[C:2]1[CH:7]=[CH:6][CH:5]=[C:4]([Cl:8])[CH:3]=1.[F:9][C:10]1[CH:33]=[CH:32][C:13]([O:14][C:15]2[C:16](=[O:31])[NH:17][N:18]=[CH:19][C:20]=2[C:21]2[CH:26]=[CH:25][C:24]([S:27]([CH3:30])(=[O:29])=[O:28])=[CH:23][CH:22]=2)=[CH:12][CH:11]=1.N>O>[Cl:8][C:4]1[CH:3]=[C:2]([N:17]2[C:16](=[O:31])[C:15]([O:14][C:13]3[CH:32]=[CH:33][C:10]([F:9])=[CH:11][CH:12]=3)=[C:20]([C:21]3[CH:26]=[CH:25][C:24]([S:27]([CH3:30])(=[O:28])=[O:29])=[CH:23][CH:22]=3)[CH:19]=[N:18]2)[CH:7]=[CH:6][CH:5]=1. Reported procedure: The title compound was prepared according to Example 93, substituting 1-bromo-3-chlorobenzene in place of 4-bromothioanisole and 4-(4-fluorophenoxy)-5-[4-(methylsulfonyl)phenyl]-3(2H)-pyridazinone (Example 108A) in place of 4-(4-fluorophenyl)-5-[4-(methylsulfonyl)phenyl]-3(2H)-pyridazinone (yield: 25 mg, 5.3%). mp 211-213° C. 1H NMR (300 MHz, DMSO-d6) δ 3.30 (s, 3H), 7.15 (d, J=9 Hz, 4H), 7.51-7.64 (m, 3H), 7.71-7.75 (m, 1H), 7.91 (d, J=9 Hz, 2H), 8.06 (d, J=9 Hz, 2H), 8.41 (s, 1H). MS (DCI/NH3)... Starting materials: S(O)(O)(=O)=O (sulfuric acid), COCC1=CC(=CO1)C#CC1=CC=C(C(=O)N([C@@](C(=O)NC)(C(=O)NOC2OCCCC2)C)C)C=C1 ((2S)-2-[(4-{[5-(methoxymethyl)furan-3-yl]ethynyl}benzoyl)(methyl)amino]-N,2-dimethyl-N′-(tetrahydro-2H-pyran-2-yloxy)propanediamide), [Cl-].[Na+] (sodium chloride), C(O)([O-])=O.[Na+] (sodium hydrogen carbonate). Run in O1CCOCC1 (1,4-dioxane), O (water), C(C)(=O)OCC (Ethyl acetate). Reaction conditions: time 45 minute. The product is ONC([C@@](C(=O)NC)(C)N(C)C(=O)C1=CC=C(C=C1)C#CC1=COC(=C1)COC)=O ((2S)-N-hydroxy-2-{[(4-{[5-(methoxymethyl)furan-3-yl]ethynyl}phenyl)carbonyl](methyl)amino}-N′,2-dimethylpropanediamide). Isolated yield 70.0%. As a reaction SMILES: S(=O)(=O)(O)O.[CH3:6][O:7][CH2:8][C:9]1[O:13][CH:12]=[C:11]([C:14]#[C:15][C:16]2[CH:41]=[CH:40][C:19]([C:20]([N:22]([CH3:39])[C@:23]([CH3:38])([C:28]([NH:30][O:31]C3CCCCO3)=[O:29])[C:24]([NH:26][CH3:27])=[O:25])=[O:21])=[CH:18][CH:17]=2)[CH:10]=1.C(=O)([O-])O.[Na+].[Cl-].[Na+]>O.C(OCC)(=O)C.O1CCOCC1>[OH:31][NH:30][C:28](=[O:29])[C@:23]([N:22]([C:20]([C:19]1[CH:40]=[CH:41][C:16]([C:15]#[C:14][C:11]2[CH:10]=[C:9]([CH2:8][O:7][CH3:6])[O:13][CH:12]=2)=[CH:17][CH:18]=1)=[O:21])[CH3:39])([CH3:38])[C:24]([NH:26][CH3:27])=[O:25] |f:2.3,4.5|. Procedure: A 1 mol/L sulfuric acid aqueous solution (2.6 mL) was added dropwise, under water cooling, to a 1,4-dioxane (4.0 mL) solution of (2S)-2-[(4-{[5-(methoxymethyl)furan-3-yl]ethynyl}benzoyl)(methyl)amino]-N,2-dimethyl-N′-(tetrahydro-2H-pyran-2-yloxy)propanediamide (0.43 g) as obtained in Example 18-(4), and the mixture was stirred for 3 hours and 45 minutes at room temperature. Ethyl acetate and water were added, and the mixture was adjusted to pH 6 with a saturated aqueous solution of sodium hydrog...